Task: describe an organic reaction: reactants, conditions, products, and yield. Dataset: the Open Reaction Database (ORD), a public repository of structured organic reaction records Reactants: ClC1=C(OC2=CC=NC3=CC(=C(C=C23)C(=O)OC)OC)C=CC(=C1)[N+](=O)[O-] (Methyl 4-(2-chloro-4-nitrophenoxy)-7-methoxyquinoline-6-carboxylate), [Cl-].[NH4+] (ammonium chloride), NC1=CC(=C(OC2=CC=NC3=CC(=C(C=C23)C(=O)OC(C)(C)C)OC)C=C1)F (tert-Butyl 4-(4-amino-2-fluorophenoxy)-7-methoxyquinoline-6-carboxylate). The reagents and catalysts are [Fe] (iron). Run in O.CO.O1CCCC1 (water methanol tetrahydrofuran). Yields the product NC1=CC(=C(OC2=CC=NC3=CC(=C(C=C23)C(=O)OC)OC)C=C1)Cl (Methyl 4-(4-amino-2-chlorophenoxy)-7-methoxyquinoline-6-carboxylate), crude product. Yield: 31.0%. Reaction SMILES: NC1C=CC(OC2C3C(=CC(OC)=C(C(OC(C)(C)C)=O)C=3)N=CC=2)=C(F)C=1.[Cl:29][C:30]1[CH:52]=[C:51]([N+:53]([O-])=O)[CH:50]=[CH:49][C:31]=1[O:32][C:33]1[C:42]2[C:37](=[CH:38][C:39]([O:47][CH3:48])=[C:40]([C:43]([O:45][CH3:46])=[O:44])[CH:41]=2)[N:36]=[CH:35][CH:34]=1.[Cl-].[NH4+]>[Fe].O.CO.O1CCCC1>[NH2:53][C:51]1[CH:50]=[CH:49][C:31]([O:32][C:33]2[C:42]3[C:37](=[CH:38][C:39]([O:47][CH3:48])=[C:40]([C:43]([O:45][CH3:46])=[O:44])[CH:41]=3)[N:36]=[CH:35][CH:34]=2)=[C:30]([Cl:29])[CH:52]=1 |f:2.3,5.6.7|. Procedure: Similar to the synthesis of compound 1c, from compound 48a (111 mg), a mixture of water-methanol-tetrahydrofuran (1:1:1) (5 mL), iron powder (49.7 mg), and ammonium chloride (111 mg), compound 48b was yielded as a crude product (31.2 mg, yield: 31%). ESI-MS m/z 359, 361 (MH+) Run at time 8 hour. The product is BrC1=C2C=CC(=CC2=CC=C1O)CN(C(=O)C1=C(OC2=C1C=CC=C2)CC)C (2-ethyl-benzofuran-3-carboxylic acid (5-bromo-6-hydroxy-naphthalen-2-ylmethyl)-methyl-amide). Reaction SMILES: [Br:1]Br.[OH:3][C:4]1[CH:5]=[C:6]2[C:11](=[CH:12][CH:13]=1)[CH:10]=[C:9]([CH2:14][N:15]([CH3:29])[C:16]([C:18]1[C:22]3[CH:23]=[CH:24][CH:25]=[CH:26][C:21]=3[O:20][C:19]=1[CH2:27][CH3:28])=[O:17])[CH:8]=[CH:7]2>C(O)(=O)C>[Br:1][C:5]1[C:4]([OH:3])=[CH:13][CH:12]=[C:11]2[C:6]=1[CH:7]=[CH:8][C:9]([CH2:14][N:15]([CH3:29])[C:16]([C:18]1[C:22]3[CH:23]=[CH:24][CH:25]=[CH:26][C:21]=3[O:20][C:19]=1[CH2:27][CH3:28])=[O:17])=[CH:10]2. The solvent is C(C)(=O)O (acetic acid), C(C)(=O)O (acetic acid). Yield: 95.0%. The reactants are BrBr (bromine), OC=1C=C2C=CC(=CC2=CC1)CN(C(=O)C1=C(OC2=C1C=CC=C2)CC)C (2-ethyl-benzofuran-3-carboxylic acid (6-hydroxy-naphthalen-2-ylmethyl)-methyl-amide). Procedure: A solution of bromine in 50 mL glacial acetic acid was added dropwise under nitrogen over 3 h to a solution of 2-ethyl-benzofuran-3-carboxylic acid (6-hydroxy-naphthalen-2-ylmethyl)-methyl-amide (1.5 g, 4.17 mmol), prepared in the previous step, in 150 mL glacial acetic acid at room temperature. The reaction stirred for 17 h (overnight). The solvent was removed under reduced pressure. The residue was dissolved in methylene chloride, extracted with 5% sodium bicarbonate, dried (MgSO4) and solvent... Reactants: Cc1ccccc1, Cc1cc(C=O)cc(Oc2nc(Cl)nc(Cl)c2C(C)C)c1, OCCO, Cc1ccc(S(=O)(=O)O)cc1. RXN SMILES: [CH3:37][c:38]1[cH:39][cH:40][cH:41][cH:42][cH:43]1.[Cl:1][c:2]1[n:3][c:4]([Cl:21])[c:5]([CH:18]([CH3:19])[CH3:20])[c:6]([O:8][c:9]2[cH:10][c:11]([CH:12]=[O:13])[cH:14][c:15]([CH3:17])[cH:16]2)[n:7]1.[OH:22][CH2:23][CH2:24][OH:25].[c:26]1([CH3:27])[cH:28][cH:29][c:30]([S:31]([OH:32])(=[O:33])=[O:34])[cH:35][cH:36]1>>[Cl:1][c:2]1[n:3][c:4]([Cl:21])[c:5]([CH:18]([CH3:19])[CH3:20])[c:6]([O:8][c:9]2[cH:10][c:11]([CH:12]3[O:13][CH2:24][CH2:23][O:22]3)[cH:14][c:15]([CH3:17])[cH:16]2)[n:7]1. Product: Cc1cc(Oc2nc(Cl)nc(Cl)c2C(C)C)cc(C2OCCO2)c1. Starting materials: [N+](=O)([O-])C1=CC=C2C3=CC=C4C5=C(C=CC(C=6C=CC=C1C26)=C53)C(=O)N(C4=O)C(CCCCCC)CCCCCC (9-nitro-N-(1-hexylheptyl)perylene-3,4-dicarboximide), C(C)(=O)O (acetic acid), O (water), [OH-].[K+] (KOH). The reagents and catalysts are [Fe] (iron). The product is C(C)(=O)NC1=CC=C2C3=CC=C4C5=C(C=CC(C=6C=CC=C1C26)=C53)C(=O)N(C4=O)C(CCCCCC)CCCCCC (9-Acetamido-N-(1-hexylheptyl)perylene-3,4-dicarboximide). As a reaction SMILES: [N+:1]([C:4]1[C:21]2[C:22]3[C:7]([C:8]4[C:23]5[C:12]6=[C:13]([C:24]([N:26]([CH:29]([CH2:36][CH2:37][CH2:38][CH2:39][CH2:40][CH3:41])[CH2:30][CH2:31][CH2:32][CH2:33][CH2:34][CH3:35])[C:27](=[O:28])[C:11]6=[CH:10][CH:9]=4)=[O:25])[CH:14]=[CH:15][C:16]=5[C:17]=3[CH:18]=[CH:19][CH:20]=2)=[CH:6][CH:5]=1)([O-])=O.O.[OH-].[K+].[C:45](O)(=[O:47])[CH3:46]>[Fe]>[C:45]([NH:1][C:4]1[C:21]2[C:22]3[C:7]([C:8]4[C:23]5[C:12]6=[C:13]([C:24]([N:26]([CH:29]([CH2:36][CH2:37][CH2:38][CH2:39][CH2:40][CH3:41])[CH2:30][CH2:31][CH2:32][CH2:33][CH2:34][CH3:35])[C:27](=[O:28])[C:11]6=[CH:10][CH:9]=4)=[O:25])[CH:14]=[CH:15][C:16]=5[C:17]=3[CH:18]=[CH:19][CH:20]=2)=[CH:6][CH:5]=1)(=[O:47])[CH3:46] |f:2.3|. Reported procedure: 100 mg (0.18 mmol) of 9-nitro-N-(1-hexylheptyl)perylene-3,4-dicarboximide (10) are suspended in 15 ml of glacial acetic acid, 80 mg (0.72 mmol) of iron dust are then added, and the red suspension is refluxed for 4.5 h, during which a slow colour change from red to red-brown and purple and then to dark-purple can be observed. First water is added to the cooled, violet solution, and the reaction mixture is then neutralized with 10 per cent KOH. The suspension which is now reddish purple is extract...